Dataset: the Open Reaction Database (ORD), a public repository of structured organic reaction records. Task: describe an organic reaction: reactants, conditions, products, and yield The reactants are C1CCOC1, COC(=O)OC, O, Cc1ccnc(C)c1. Yields the product COC(=O)Cc1ccnc(C)c1. As a reaction SMILES: [CH2:1]1[O:2][CH2:3][CH2:4][CH2:5]1.[CH3:14][O:15][C:16](=[O:17])[O:18][CH3:19].[OH2:20].[n:6]1[c:7]([CH3:13])[cH:8][c:9]([CH3:12])[cH:10][cH:11]1>>[n:6]1[c:7]([CH3:13])[cH:8][c:9]([CH2:12][C:16]([O:15][CH3:14])=[O:17])[cH:10][cH:11]1.